Task: describe an organic reaction: reactants, conditions, products, and yield. Dataset: the Open Reaction Database (ORD), a public repository of structured organic reaction records The reactants are C(Cl)Cl (CH2Cl2), FC1=CC=C(C=C1)N1N=CC=2C1=NC=CC2I (1-(4-fluorophenyl)-4-iodo-1H-pyrazolo[3,4-b]pyridine), CC1(OB(OC1(C)C)B1OC(C(O1)(C)C)(C)C)C (4,4,4′,4′,5,5,5′,5′-octamethyl-2,2′-bi(1,3,2-dioxaborolane)), C(C)(=O)[O-].[K+] (potassium acetate). Solvent: CS(=O)C (DMSO). Run at temperature 84 celsius. Product: FC1=CC=C(C=C1)N1N=CC=2C1=NC=CC2B(O)O (1-(4-fluorophenyl)-1H-pyrazolo[3,4-b]pyridin-4-ylboronic acid). Reaction SMILES: [F:1][C:2]1[CH:7]=[CH:6][C:5]([N:8]2[C:12]3=[N:13][CH:14]=[CH:15][C:16](I)=[C:11]3[CH:10]=[N:9]2)=[CH:4][CH:3]=1.CC1(C)C(C)(C)[O:22][B:21](B2OC(C)(C)C(C)(C)O2)[O:20]1.C([O-])(=O)C.[K+].C(Cl)Cl>CS(C)=O>[F:1][C:2]1[CH:7]=[CH:6][C:5]([N:8]2[C:12]3=[N:13][CH:14]=[CH:15][C:16]([B:21]([OH:22])[OH:20])=[C:11]3[CH:10]=[N:9]2)=[CH:4][CH:3]=1 |f:2.3|. Reported procedure: To a 16×100 mm reaction vial was added Intermediate 2A (61.8 mg, 0.182 mmol), 4,4,4′,4′,5,5,5′,5′-octamethyl-2,2′-bi(1,3,2-dioxaborolane) (85.5 mg, 0.337 mmol), potassium acetate (77 mg, 0.785 mmol), and DMSO (1 mL). Argon was bubbled into the reaction mixture for 5 minutes. Next, PdCl2(dppf).CH2Cl2 (10 mg, 0.012 mmol) was added and the reaction mixture was heated at 84° C. for 18 h. The desired product was confirmed to be present by LC/MS (Condition B): 88.0%; ret. T=3.4 min; (M+H)+ 258.04. Reactants: C1COCCO1, Cl, CC(C)(C)OC(=O)N1CC(=O)CC1C(=O)OCc1ccccc1, C1CCOC1. Yields the product Cl, O=C1CNC(C(=O)OCc2ccccc2)C1. As a reaction SMILES: [CH2:30]1[O:31][CH2:32][CH2:33][O:34][CH2:35]1.[ClH:24].[O:1]=[C:2]1[CH2:3][CH:4]([C:14](=[O:15])[O:16][CH2:17][c:18]2[cH:19][cH:20][cH:21][cH:22][cH:23]2)[N:5]([C:7]([O:8][C:9]([CH3:10])([CH3:11])[CH3:12])=[O:13])[CH2:6]1.[O:25]1[CH2:26][CH2:27][CH2:28][CH2:29]1>>[ClH:24].[O:1]=[C:2]1[CH2:3][CH:4]([C:14](=[O:15])[O:16][CH2:17][c:18]2[cH:19][cH:20][cH:21][cH:22][cH:23]2)[NH:5][CH2:6]1. Starting materials: Nc1c(C(=O)O)ccc2c1C(=O)c1ccccc1C2=O, [NH4+], O=C=O, [OH-], O, [Zn]. Yields the product Nc1cccc2c1C(=O)c1ccccc1C2=O. Reaction SMILES: [NH2:1][c:2]1[c:3]([C:18]([OH:19])=[O:20])[cH:4][cH:5][c:6]2[c:15]1[C:14](=[O:16])[c:13]1[c:8]([cH:9][cH:10][cH:11][cH:12]1)[C:7]2=[O:17].[NH4+:21].[O:23]=[C:24]=[O:25].[OH-:22].[OH2:27].[Zn:26]>>[NH2:1][c:2]1[cH:3][cH:4][cH:5][c:6]2[c:15]1[C:14](=[O:16])[c:13]1[c:8]([cH:9][cH:10][cH:11][cH:12]1)[C:7]2=[O:17]. The reactants are COC(CC(=O)NC1=C(C=C(C=C1)OCC1=CC(=CC=C1)F)F)=O (N-[2-fluoro-4-(3-fluoro-benzyloxy)-phenyl]-malonamic acid methyl ester), [OH-].[NH4+] (ammonium hydroxide). Yields the product FC1=C(C=CC(=C1)OCC1=CC(=CC=C1)F)NC(CC(=O)N)=O (N-[2-Fluoro-4-(3-fluoro-benzyloxy)-phenyl]-malonamide). Isolated yield 87.0%. As a reaction SMILES: C[O:2][C:3](=O)[CH2:4][C:5]([NH:7][C:8]1[CH:13]=[CH:12][C:11]([O:14][CH2:15][C:16]2[CH:21]=[CH:20][CH:19]=[C:18]([F:22])[CH:17]=2)=[CH:10][C:9]=1[F:23])=[O:6].[OH-].[NH4+:26]>>[F:23][C:9]1[CH:10]=[C:11]([O:14][CH2:15][C:16]2[CH:21]=[CH:20][CH:19]=[C:18]([F:22])[CH:17]=2)[CH:12]=[CH:13][C:8]=1[NH:7][C:5](=[O:6])[CH2:4][C:3]([NH2:26])=[O:2] |f:1.2|. Procedure details: The title compound is prepared in analogy to example 3 from N-[2-fluoro-4-(3-fluoro-benzyloxy)-phenyl]-malonamic acid methyl ester and ammonium hydroxide. Yield=87%. Slightly yellow solid. MS: m/e=321.3 (M++H). The reactants are COC(=O)C(C)C(=O)c1ccc(Cl)cc1, CO, c1ccncc1. Yields the product COC(=O)C(C)(CO)C(=O)c1ccc(Cl)cc1. Reaction SMILES: [CH3:1][CH:2]([C:3](=[O:4])[O:5][CH3:6])[C:7](=[O:8])[c:9]1[cH:10][cH:11][c:12]([Cl:15])[cH:13][cH:14]1.[CH3:22][OH:23].[cH:16]1[cH:17][cH:18][n:19][cH:20][cH:21]1>>[CH3:1][C:2]([C:3](=[O:4])[O:5][CH3:6])([C:7](=[O:8])[c:9]1[cH:10][cH:11][c:12]([Cl:15])[cH:13][cH:14]1)[CH2:22][OH:23]. The reactants are COc1cc(Nc2c(C#N)cnc3cc(-c4ccc(CCl)cc4)ccc23)c(Cl)cc1Cl, [I-], [Na+], [Na+], [OH-], c1c[nH]nn1. The product is COc1cc(Nc2c(C#N)cnc3cc(-c4ccc(Cn5ccnn5)cc4)ccc23)c(Cl)cc1Cl. Reaction SMILES: [Cl:1][CH2:2][c:3]1[cH:4][cH:5][c:6](-[c:9]2[cH:10][cH:11][c:12]3[c:13]([NH:21][c:22]4[c:23]([Cl:31])[cH:24][c:25]([Cl:30])[c:26]([O:28][CH3:29])[cH:27]4)[c:14]([C:19]#[N:20])[cH:15][n:16][c:17]3[cH:18]2)[cH:7][cH:8]1.[I-:40].[Na+:38].[Na+:39].[OH-:37].[nH:32]1[n:33][n:34][cH:35][cH:36]1>>[CH2:2]([c:3]1[cH:4][cH:5][c:6](-[c:9]2[cH:10][cH:11][c:12]3[c:13]([NH:21][c:22]4[c:23]([Cl:31])[cH:24][c:25]([Cl:30])[c:26]([O:28][CH3:29])[cH:27]4)[c:14]([C:19]#[N:20])[cH:15][n:16][c:17]3[cH:18]2)[cH:7][cH:8]1)[n:32]1[n:33][n:34][cH:35][cH:36]1. The product is CC=1N=C(C(=NC1)N)C1=CC=C(C=C1)OC1=CC=CC=C1 (5-methyl-3-(4-phenoxyphenyl)pyrazin-2-amine). As a reaction SMILES: C(=O)([O-])[O-].[Na+].[Na+].[O:7]([C:14]1[CH:19]=[CH:18][C:17](B(O)O)=[CH:16][CH:15]=1)[C:8]1[CH:13]=[CH:12][CH:11]=[CH:10][CH:9]=1.Br[C:24]1[C:25]([NH2:31])=[N:26][CH:27]=[C:28]([CH3:30])[N:29]=1>COCCOC.O.C1C=CC([P]([Pd]([P](C2C=CC=CC=2)(C2C=CC=CC=2)C2C=CC=CC=2)([P](C2C=CC=CC=2)(C2C=CC=CC=2)C2C=CC=CC=2)[P](C2C=CC=CC=2)(C2C=CC=CC=2)C2C=CC=CC=2)(C2C=CC=CC=2)C2C=CC=CC=2)=CC=1>[CH3:30][C:28]1[N:29]=[C:24]([C:17]2[CH:18]=[CH:19][C:14]([O:7][C:8]3[CH:13]=[CH:12][CH:11]=[CH:10][CH:9]=3)=[CH:15][CH:16]=2)[C:25]([NH2:31])=[N:26][CH:27]=1 |f:0.1.2,^1:42,44,63,82|. Solvent: COCCOC (DME), O (water). Reagents/catalysts: C=1C=CC(=CC1)[P](C=2C=CC=CC2)(C=3C=CC=CC3)[Pd]([P](C=4C=CC=CC4)(C=5C=CC=CC5)C=6C=CC=CC6)([P](C=7C=CC=CC7)(C=8C=CC=CC8)C=9C=CC=CC9)[P](C=1C=CC=CC1)(C=1C=CC=CC1)C=1C=CC=CC1 (tetrakis(triphenylphosphine)palladium(0)). Reactants: C([O-])([O-])=O.[Na+].[Na+] (sodium carbonate), O(C1=CC=CC=C1)C1=CC=C(C=C1)B(O)O (4-phenoxyphenylboronic acid), BrC=1C(=NC=C(N1)C)N (3-bromo-5-methylpyrazin-2-amine). Reported procedure: A mixture of sodium carbonate (122 mg), tetrakis(triphenylphosphine)palladium(0) (33.2 mg), 4-phenoxyphenylboronic acid (160 mg) and 3-bromo-5-methylpyrazin-2-amine (108 mg) in DME (10 mL) and water (3 mL) was stirred at 80° C. overnight. The mixture was added with silica gel, concentrated in vacuo, and purified by column chromatography (silica gel, eluted with EtOAc in hexane) to give the title compound (148 mg) as a pale yellow solid. Reaction conditions: temperature 80 celsius, time 8 hour. The yield is 92.9%. Reactants: FC=1C=C(N)C=C(C1)F (3,5-Difluoro-aniline), O=C1C(CCC1)C#N (2-Oxo-cyclopentane-carbonitrile), [Cl-].[Ca+2].[Cl-] (calcium chloride). The product is FC=1C=C(C=C(C1)F)NC1=C(CCC1)C#N (2-(3', 5'-Difluorophenylamino)-cyclopent-1-ene-1-carbonitrile). As a reaction SMILES: [F:1][C:2]1[CH:3]=[C:4]([CH:6]=[C:7]([F:9])[CH:8]=1)[NH2:5].O=[C:11]1[CH2:15][CH2:14][CH2:13][CH:12]1[C:16]#[N:17].[Cl-].[Ca+2].[Cl-]>>[F:1][C:2]1[CH:3]=[C:4]([NH:5][C:11]2[CH2:15][CH2:14][CH2:13][C:12]=2[C:16]#[N:17])[CH:6]=[C:7]([F:9])[CH:8]=1 |f:2.3.4|. Procedure: 3,5-Difluoro-aniline (Aldrich Chemicals) (2.6 g, 20.0 mmol), 2-oxocyclopentane carbonitrile (Example 11) (2.2 g, 20.2 mmol), calcium chloride (2.5 g, 22.5 mmol) and T.H.F. were heated under reflux for 24 hours. After cooling the mixture was filtered and the solvent evaporated. Kugelrohr distillation (140° C., 0.3 mmHg) gave the product as pale yellow crystals.